Dataset: the Open Reaction Database (ORD), a public repository of structured organic reaction records. Task: describe an organic reaction: reactants, conditions, products, and yield The reactants are CC1(OCC2=C(O1)C=CC(=C2)[C@@H]2CN(C(O2)=O)CCC2=CC=C(C=C2)OCCOCC2=CC(=CC=C2)S(=O)C(C)C)C.CC2(OCC1=C(O2)C=CC(=C1)[C@H](CNCCC1=CC=C(C=C1)OCCOCC1=CC(=CC=C1)S(=O)C(C)C)O)C ((1R)-1-(2,2-Dimethyl-4H-1,3-benzodioxin-6-yl)-2-({2-[4-(2-{[3-(isopropylsulfinyl)benzyl]oxy}ethoxy)phenyl]ethyl}amino)ethanol (5R)-5-(2,2-Dimethyl-4H-1,3-benzodioxin-6-yl)-3-{2-[4-(2-{[3-(isopropylsulfinyl)benzyl]oxy}ethoxy)phenyl]ethyl}-1,3-oxazolidin-2-one), C[Si]([O-])(C)C.[K+] (potassium trimethylsilanolate). Run in C1CCOC1 (THF), ClCCl (dichloromethane). Yields the product N (ammonia), C(C)(=O)OC1=C(C=C(C=C1)[C@H](CNCCC1=CC=C(C=C1)OCCOCC1=CC(=CC=C1)S(=O)C(C)C)O)CO (4-[(1R)-1-Hydroxy-2-({2-[4-(2-{[3-(isopropylsulfinyl)benzyl]oxy}ethoxy)phenyl]ethyl}amino)ethyl]-2-(hydroxymethyl)phenol acetate). The yield is 90.3%. As a reaction SMILES: CC1(C)OC2C=CC([C@H]3OC(=O)[N:14](CCC4C=CC(OCCOCC5C=CC=C(S(C(C)C)=O)C=5)=CC=4)C3)=CC=2C[O:3]1.[CH3:43][C:44]1(C)[O:49][C:48]2[CH:50]=[CH:51][C:52]([C@@H:54]([OH:81])[CH2:55][NH:56][CH2:57][CH2:58][C:59]3[CH:64]=[CH:63][C:62]([O:65][CH2:66][CH2:67][O:68][CH2:69][C:70]4[CH:75]=[CH:74][CH:73]=[C:72]([S:76]([CH:78]([CH3:80])[CH3:79])=[O:77])[CH:71]=4)=[CH:61][CH:60]=3)=[CH:53][C:47]=2[CH2:46][O:45]1.C[Si](C)(C)[O-].[K+]>C1COCC1.ClCCl>[NH3:14].[C:44]([O:49][C:48]1[CH:50]=[CH:51][C:52]([C@@H:54]([OH:81])[CH2:55][NH:56][CH2:57][CH2:58][C:59]2[CH:64]=[CH:63][C:62]([O:65][CH2:66][CH2:67][O:68][CH2:69][C:70]3[CH:75]=[CH:74][CH:73]=[C:72]([S:76]([CH:78]([CH3:80])[CH3:79])=[O:77])[CH:71]=3)=[CH:61][CH:60]=2)=[CH:53][C:47]=1[CH2:46][OH:3])(=[O:45])[CH3:43] |f:0.1,2.3|. Procedure details: (1R)-1-(2,2-Dimethyl-4H-1,3-benzodioxin-6-yl)-2-({2-[4-(2-{[3-(isopropylsulfinyl)benzyl]oxy}ethoxy)phenyl]ethyl}amino)ethanol (5R)-5-(2,2-Dimethyl-4H-1,3-benzodioxin-6-yl)-3-{2-[4-(2-{[3-(isopropylsulfinyl)benzyl]oxy}ethoxy)phenyl]ethyl}-1,3-oxazolidin-2-one (0.07 g) was stirred with potassium trimethylsilanolate (0.14 g) in THF (5 ml) under reflux for 2.5 h. After cooling the mixture was diluted with dichloromethane and poured onto a 10 g Bond Elut silica cartridge which was eluted successively... The reactants are CCO, [H][H], N, CN1CCc2ccccc2C(=NO)C1=O. Yields the product CN1CCc2ccccc2C(N)C1=O. As a reaction SMILES: [CH3:18][CH2:19][OH:20].[H:16][H:17].[NH3:21].[OH:1][N:2]=[C:3]1[C:4](=[O:15])[N:5]([CH3:14])[CH2:6][CH2:7][c:8]2[c:9]1[cH:10][cH:11][cH:12][cH:13]2>>[NH2:2][CH:3]1[C:4](=[O:15])[N:5]([CH3:14])[CH2:6][CH2:7][c:8]2[c:9]1[cH:10][cH:11][cH:12][cH:13]2. Starting materials: [Mg] (magnesium), [Mg] (magnesium), II (iodine), CC(CO)CCC (2-methyl-1-pentanol), Mg, [Mg] (magnesium), C(CCC)Cl (n-butyl chloride), II (I2), hydrocarbons. Solvent: CCCCCCCCC(C)C (Isopar G), CCCCCCCCC(C)C (Isopar G). Yields the product CC(CO[Mg]Cl)CCC (2-Methylpentyloxymagnesium Chloride). Reaction SMILES: [Mg:1].II.C([Cl:8])CCC.[CH3:9][CH:10]([CH2:13][CH2:14][CH3:15])[CH2:11][OH:12]>CCCCCCCCC(C)C>[CH3:9][CH:10]([CH2:13][CH2:14][CH3:15])[CH2:11][O:12][Mg:1][Cl:8]. Procedure details: Following the procedure of Example 1, 24.3 gm of magnesium metal chips were placed in a 3 necked 3 liter reactor with 0.25 g I2 crystals and 1500 ml of Isopar G solvent. A fraction of isoparaffinic hydrocarbons (Isopar G) having a boiling range of 157° to 176° C. The magnesium was iodine-activated by heating under argon and at reflux for 90 minutes. The activated magnesium metal slurry in Isopar G was then reacted with 104 ml of n-butyl chloride (lM) at the solvent reflux temperature. After two ... Reactants: [OH-].[K+] (potassium hydroxide), C(C)(C)C=1C=C2C=CN(C2=CC1)C(C(F)(F)F)=O (5-isopropyl-1-trifluoroacetylindole). The solvent is CO (methanol). Run at time 8 hour. Product: C(C)(C)C=1C=C2C=CNC2=CC1 (5-isopropyl-1H-indole). Yield: 98.7%. RXN SMILES: [OH-].[K+].[CH:3]([C:6]1[CH:7]=[C:8]2[C:12](=[CH:13][CH:14]=1)[N:11](C(=O)C(F)(F)F)[CH:10]=[CH:9]2)([CH3:5])[CH3:4]>CO>[CH:3]([C:6]1[CH:7]=[C:8]2[C:12](=[CH:13][CH:14]=1)[NH:11][CH:10]=[CH:9]2)([CH3:5])[CH3:4] |f:0.1|. Procedure details: A solution of potassium hydroxide in methanol (5% w/v, 17 mL) containing 5-isopropyl-1-trifluoroacetylindole (Example 2a, 1.163 g, 4.55 mmol) was stirred at room temperature overnight. After removal of the methanol, the product was partitioned between ethyl acetate and water, washed sequentially with water and brine, and dried over sodium sulfate. Flash chromatography (silica, 10% ethyl acetate in hexanes) yielded 5-isopropyl-1H-indole (715 mg, 98%). The reactants are COC(=O)C(Br)c1ccccc1, O=C([O-])[O-], O=C(Nc1ccc(N2CCNCC2)cc1)c1ccccc1-c1ccc(C(F)(F)F)cc1, [Na+], [Na+], CN(C)C=O. Product: COC(=O)C(c1ccccc1)N1CCN(c2ccc(NC(=O)c3ccccc3-c3ccc(C(F)(F)F)cc3)cc2)CC1. Reaction SMILES: [Br:38][CH:39]([C:40](=[O:41])[O:42][CH3:43])[c:44]1[cH:45][cH:46][cH:47][cH:48][cH:49]1.[C:32](=[O:33])([O-:34])[O-:35].[N:1]1([c:7]2[cH:8][cH:9][c:10]([NH:13][C:14](=[O:15])[c:16]3[c:17](-[c:22]4[cH:23][cH:24][c:25]([C:28]([F:29])([F:30])[F:31])[cH:26][cH:27]4)[cH:18][cH:19][cH:20][cH:21]3)[cH:11][cH:12]2)[CH2:2][CH2:3][NH:4][CH2:5][CH2:6]1.[Na+:36].[Na+:37].[O:50]=[CH:51][N:52]([CH3:53])[CH3:54]>>[N:1]1([c:7]2[cH:8][cH:9][c:10]([NH:13][C:14](=[O:15])[c:16]3[c:17](-[c:22]4[cH:23][cH:24][c:25]([C:28]([F:29])([F:30])[F:31])[cH:26][cH:27]4)[cH:18][cH:19][cH:20][cH:21]3)[cH:11][cH:12]2)[CH2:2][CH2:3][N:4]([CH:39]([C:40](=[O:41])[O:42][CH3:43])[c:44]2[cH:45][cH:46][cH:47][cH:48][cH:49]2)[CH2:5][CH2:6]1. Reactants: C1(CCCC1)[C@@H]1NC(O[C@@H]2CCC[C@H]2CCCCCN2C(C=CC=C2O[C@@H]2C[C@H](N(C1=O)C2)C(=O)OC)=O)=O (Methyl (1R,14R,18R,22S,25S)-22-cyclopentyl-7,20,23-trioxo-2,19-dioxa-8,21,24-triazatetracyclo[22.2.1.03,8.014,18]heptacosa-3,5-diene-25-carboxylate), C1CC(=O)N(C1=O)Br (NBS), C1CC(=O)N(C1=O)Br (NBS). Solvent: C(C)#N (acetonitrile). Run at time 10 minute. The product is BrC1=CC=C2O[C@@H]3C[C@H](N(C([C@@H](NC(O[C@@H]4CCC[C@H]4CCCCCN2C1=O)=O)C1CCCC1)=O)C3)C(=O)OC (Methyl (1R,14R,18R,22S,25S)-6-bromo-22-cyclopentyl-7,20,23-trioxo-2,19-dioxa-8,21,24-triazatetracyclo[22.2.1.03,8.014,18]heptacosa-3,5-diene-25-carboxylate). Isolated yield 82.0%. RXN SMILES: [CH:1]1([C@H:6]2[C:31](=[O:32])[N:30]3[CH2:33][C@@H:27]([CH2:28][C@H:29]3[C:34]([O:36][CH3:37])=[O:35])[O:26][C:25]3[N:20]([C:21](=[O:38])[CH:22]=[CH:23][CH:24]=3)[CH2:19][CH2:18][CH2:17][CH2:16][CH2:15][C@H:14]3[C@@H:10]([CH2:11][CH2:12][CH2:13]3)[O:9][C:8](=[O:39])[NH:7]2)[CH2:5][CH2:4][CH2:3][CH2:2]1.C1C(=O)N([Br:47])C(=O)C1>C(#N)C>[Br:47][C:22]1[C:21](=[O:38])[N:20]2[C:25]([O:26][C@H:27]3[CH2:33][N:30]([C:31](=[O:32])[C@H:6]([CH:1]4[CH2:2][CH2:3][CH2:4][CH2:5]4)[NH:7][C:8](=[O:39])[O:9][C@H:10]4[C@H:14]([CH2:15][CH2:16][CH2:17][CH2:18][CH2:19]2)[CH2:13][CH2:12][CH2:11]4)[C@H:29]([C:34]([O:36][CH3:37])=[O:35])[CH2:28]3)=[CH:24][CH:23]=1. Reported procedure: A 25 mL round bottom flask under nitrogen was charged with the product of Example 82 Step 1 (238 mg, 0.438 mmol), NBS (39.0 mg, 0.219 mmol), and acetonitrile (15 ml). Stirred at room temperature 10 minutes. HPLC/MS shows mainly desired; little starting material. Added an additional 10 mg NBS. Still a little starting material remaining. Added another 10 mg NES. HPLC/MS looks good. Cooled. Evaporated. Subjected to ISCO chromatography eluting with a hexane/ethyl acetate gradient. Evaporated fractio... Reactants: O=S1(CCC(=CC2=C1C=CC=C2)C(=O)[O-])=O (1,1-dioxo-2,3-dihydro-1-benzothiepine-4-carboxylate), C([O-])([O-])=O.[K+].[K+] (potassium carbonate). The solvent is C1CCOC1.CO (THF methanol). Reaction conditions: temperature 60 celsius, time 24 hour. Product: O=S1(CCC(=CC2=C1C=CC=C2)C(=O)O)=O (1,1-dioxo-2,3-dihydro-1-benzothiepine-4-carboxylic acid). The yield is 58.1%. As a reaction SMILES: [O:1]=[S:2]1(=[O:16])[C:8]2[CH:9]=[CH:10][CH:11]=[CH:12][C:7]=2[CH:6]=[C:5]([C:13]([O-:15])=[O:14])[CH2:4][CH2:3]1.C(=O)([O-])[O-].[K+].[K+]>C1COCC1.CO>[O:1]=[S:2]1(=[O:16])[C:8]2[CH:9]=[CH:10][CH:11]=[CH:12][C:7]=2[CH:6]=[C:5]([C:13]([OH:15])=[O:14])[CH2:4][CH2:3]1 |f:1.2.3,4.5|. Procedure details: Into a solution. of methyl 7-(3-propoxybenzyl)oxy]-1,1-dioxo-2,3-dihydro-1-benzothiepine-4-carboxylate (650 mg) in THF/methanol (5/2.5 ml) was added at room temperature an aqueous solution (2.1 ml) of potassium carbonate (622 mg), and the resulting mixture was stirred at 60° C. for 24 hours. After cooling to room temperature, the reaction mixture was extracted with ethyl acetate. To the aqueous layer was added 1 N hydrochloric acid (10 ml), and the resulting mixture was extracted with ethyl acet...